From a dataset of the Open Reaction Database (ORD), a public repository of structured organic reaction records. describe an organic reaction: reactants, conditions, products, and yield The reactants are ice, Cl (HCl), [OH-].[Na+] (NaOH), ClC=1C=NC(=C(C(=O)NC2(CC2)C2=CC=C(C(=O)OC)C=C2)C1)N1C(CCC1)C1=CC=CC=C1 (methyl 4-(1-(5-chloro-2-(2-phenylpyrrolidin-1-yl)nicotinamido)cyclopropyl)benzoate). Run in CO.O1CCCC1 (methanol tetrahydrofuran). Reaction conditions: temperature 40 celsius, time 10 minute. The product is ClC=1C=NC(=C(C(=O)NC2(CC2)C2=CC=C(C(=O)O)C=C2)C1)N1C(CCC1)C1=CC=CC=C1 (4-(1-(5-chloro-2-(2-phenylpyrrolidin-1-yl)nicotinamido)cyclopropyl)benzoic acid). The yield is 60.6%. Reaction SMILES: [Cl:1][C:2]1[CH:3]=[N:4][C:5]([N:24]2[CH2:28][CH2:27][CH2:26][CH:25]2[C:29]2[CH:34]=[CH:33][CH:32]=[CH:31][CH:30]=2)=[C:6]([CH:23]=1)[C:7]([NH:9][C:10]1([C:13]2[CH:22]=[CH:21][C:16]([C:17]([O:19]C)=[O:18])=[CH:15][CH:14]=2)[CH2:12][CH2:11]1)=[O:8].[OH-].[Na+].Cl>CO.O1CCCC1>[Cl:1][C:2]1[CH:3]=[N:4][C:5]([N:24]2[CH2:28][CH2:27][CH2:26][CH:25]2[C:29]2[CH:30]=[CH:31][CH:32]=[CH:33][CH:34]=2)=[C:6]([CH:23]=1)[C:7]([NH:9][C:10]1([C:13]2[CH:14]=[CH:15][C:16]([C:17]([OH:19])=[O:18])=[CH:21][CH:22]=2)[CH2:12][CH2:11]1)=[O:8] |f:1.2,4.5|. Procedure: To an ice cooled solution of methyl 4-(1-(5-chloro-2-(2-phenylpyrrolidin-1-yl)nicotinamido)cyclopropyl)benzoate (D142) (189 mg, 0.40 mmol). in a mixture methanol/tetrahydrofuran (10 ml/10 ml), 2N NaOH (10 ml) was added. The reaction mixture was heated to 40° C. for 2 hours then cooled to 0° C., acidified with 2.5N HCl (pH=1-2) and stirred at 0° C. for 10 min. The formed solid was collected by filtration and dried to provide title compound (E1) (112 mg). Starting materials: C(C)(=O)NC=1C(=C(C(=C(C(=O)N(CCO)CCO)C1I)I)C(=O)N(CCO)CCO)I (5-Acetylamino-N,N,N′,N′-tetrakis-(2-hydroxy-ethyl)-2,4,6-triiodo-isophthalamide), [OH-].[K+] (potassium hydroxide), [OH-].[K+] (potassium hydroxide), O1C(C1)CC(CC1OC1)(O)CC1OC1 (1,3-bis-oxiranyl-2-oxiranylmethyl-propan-2-ol), B(O)(O)O (boric acid), B(O)(O)O (boric acid). Run in CO (methanol), O (water). Run at time 20 hour. Yields the product OCCN(C(=O)C=1C(=C(C(=C(C1I)C(N(CCO)CCO)=O)I)N(C(C)=O)CC(CC1(CC(OC(C1)CO)CN(C(C)=O)C=1C(=C(C(=C(C(=O)N(CCO)CCO)C1I)I)C(=O)N(CCO)CCO)I)O)O)I)CCO (5-(N-((4-(3-(N-(3,5-bis(bis(2-hydroxyethyl)carbamoyl)-2,4,6-triiodophenyl)acetamido)-2-hydroxypropyl)-4-hydroxy-6-(hydroxymethyl)tetrahydro-2H-pyran-2-yl)methyl)acetamido)-N1,N1,N3,N3-tetrakis(2-hydroxyethyl)-2,4,6-triiodoisophthalamide). RXN SMILES: [C:1]([NH:4][C:5]1[C:6]([I:31])=[C:7]([C:22]([N:24]([CH2:28][CH2:29][OH:30])[CH2:25][CH2:26][OH:27])=[O:23])[C:8]([I:21])=[C:9]([C:19]=1[I:20])[C:10]([N:12]([CH2:16][CH2:17][OH:18])[CH2:13][CH2:14][OH:15])=[O:11])(=[O:3])[CH3:2].[OH-:32].[K+].B(O)(O)O.[O:38]1[CH2:40][CH:39]1[CH2:41][C:42]([CH2:48][CH:49]1[CH2:51][O:50]1)([OH:47])[CH2:43][CH:44]1[CH2:46][O:45]1>CO.O>[OH:18][CH2:17][CH2:16][N:12]([CH2:13][CH2:14][OH:15])[C:10]([C:9]1[C:19]([I:20])=[C:5]([N:4]([CH2:51][CH:49]([OH:50])[CH2:48][C:42]2([OH:47])[CH2:41][CH:39]([CH2:40][OH:38])[O:45][CH:44]([CH2:46][N:4]([C:5]3[C:19]([I:20])=[C:9]([C:10]([N:12]([CH2:13][CH2:14][OH:15])[CH2:16][CH2:17][OH:18])=[O:11])[C:8]([I:21])=[C:7]([C:6]=3[I:31])[C:22]([N:24]([CH2:25][CH2:26][OH:27])[CH2:28][CH2:29][OH:30])=[O:23])[C:1](=[O:32])[CH3:2])[CH2:43]2)[C:1](=[O:3])[CH3:2])[C:6]([I:31])=[C:7]([C:22](=[O:23])[N:24]([CH2:25][CH2:26][OH:27])[CH2:28][CH2:29][OH:30])[C:8]=1[I:21])=[O:11] |f:1.2|. Procedure details: 5-Acetylamino-N,N,N′,N′-tetrakis-(2-hydroxy-ethyl)-2,4,6-triiodo-isophthalamide (5 g, 6.45 mmol) was added to a stirring solution of potassium hydroxide (0.57 g, 10.1 mmol) in a mixture of methanol (3.5 ml) and water (3.5 ml). To the clear and slightly yellow solution which was obtained was added boric acid (0.35 g, 5.6 mmol). The pH was continuously maintained at pH 12.6 by addition of potassium hydroxide (10 M) and then 1,3-bis-oxiranyl-2-oxiranylmethyl-propan-2-ol (0.22 g, 1.09 mmol) was adde...